Dataset: the Open Reaction Database (ORD), a public repository of structured organic reaction records. Task: describe an organic reaction: reactants, conditions, products, and yield The reactants are COC1=CC2=C(C=NS2)C=C1 (6-Methoxybenzo[d]isothiazole), Cl.N1=CC=CC=C1 (pyridine hydrochloride). Product: S1N=CC2=C1C=C(C=C2)O (benzo[d]isothiazol-6-ol). Yield: 83.6%. As a reaction SMILES: C[O:2][C:3]1[CH:11]=[CH:10][C:6]2[CH:7]=[N:8][S:9][C:5]=2[CH:4]=1.Cl.N1C=CC=CC=1>>[S:9]1[C:5]2[CH:4]=[C:3]([OH:2])[CH:11]=[CH:10][C:6]=2[CH:7]=[N:8]1 |f:1.2|. Procedure: A method similar to the method described in WO 04/043904 was used. 6-Methoxybenzo[d]isothiazole (450 mg, 2.73 mmol) and pyridine hydrochloride (3.2 g, 27.27 mmol) were heated at 210° C. in a microwave oven for 20 min. The residue was partitioned between water (30 mL) and EtOAc (3×20 mL). The combined organic layers were dried (MgSO4) and concentrated in vacuo. The residue was purified by chromatography on silica gel with EtOAc:heptane (1:1, v/v) as eluent to afford benzo[d]isothiazol-6-ol as a w... Starting materials: COC1=C(CN2C(NC3=C(C2=O)C=C(S3)CC)=O)C=CC(=C1)OC (3-(2,4-dimethoxybenzyl)-6-ethylthieno[2,3-d]pyrimidine-2,4(1H,3H)-dione), FC=1C=C(C(=CC1)C1=CC=C(C=C1)CO)C#N (4-fluoro-4′-(hydroxymethyl)biphenyl-2-carbonitrile), N(=NC(=O)N1CCCCC1)C(=O)N1CCCCC1 (1,1′-(azodicarbonyl)dipiperidine), C(CCC)P(CCCC)CCCC (tributylphosphine). The solvent is O1CCCC1 (tetrahydrofuran), C(C)(=O)OCC (ethyl acetate). Reaction conditions: time 8 hour. Product: C(C)C1=CC2=C(N(C(NC2=O)=O)CC2=CC=C(C=C2)C=2C(=CC(=CC2)F)C#N)S1 (4′-[(6-ethyl-2,4-dioxo-3,4-dihydrothieno[2,3-d]pyrimidin-1(2H)-yl)methyl]-4-fluorobiphenyl-2-carbonitrile). The yield is 85.4%. Reaction SMILES: COC1C=C(OC)C=CC=1C[N:6]1[C:11](=[O:12])[C:10]2[CH:13]=[C:14]([CH2:16][CH3:17])[S:15][C:9]=2[NH:8][C:7]1=[O:18].[F:25][C:26]1[CH:27]=[C:28]([C:40]#[N:41])[C:29]([C:32]2[CH:37]=[CH:36][C:35]([CH2:38]O)=[CH:34][CH:33]=2)=[CH:30][CH:31]=1.N(C(N1CCCCC1)=O)=NC(N1CCCCC1)=O.C(P(CCCC)CCCC)CCC>C(OCC)(=O)C.O1CCCC1>[CH2:16]([C:14]1[S:15][C:9]2[N:8]([CH2:38][C:35]3[CH:36]=[CH:37][C:32]([C:29]4[C:28]([C:40]#[N:41])=[CH:27][C:26]([F:25])=[CH:31][CH:30]=4)=[CH:33][CH:34]=3)[C:7](=[O:18])[NH:6][C:11](=[O:12])[C:10]=2[CH:13]=1)[CH3:17]. Procedure details: A mixture of 3-(2,4-dimethoxybenzyl)-6-ethylthieno[2,3-d]pyrimidine-2,4(1H,3H)-dione (2 g), 4-fluoro-4′-(hydroxymethyl)biphenyl-2-carbonitrile (1.4 g), 1,1′-(azodicarbonyl)dipiperidine (2.2 g), tributylphosphine (2.2 mL) and tetrahydrofuran (4 mL) was stirred at room temperature overnight. The reaction mixture was diluted with ethyl acetate, washed successively with 5% aqueous potassium hydrogensulfate solution and saturated brine, and dried over anhydrous magnesium sulfate. The solvent was evap... The reactants are C(C)OC(=O)N1N=C(C2=CC(=CC(=C12)NC(=O)OCC)C(F)(F)F)N (3-amino-5-trifluoromethyl-7-ethoxycarbonylaminoindazole-1-carboxylic acid ethyl ester). Run in CN(C=O)C (dimethylformamide). The product is C(C)OC(=O)N1N=C2C(=CC(=CC2=C1N)C(F)(F)F)NC(=O)OCC (3-amino-5-trifluoromethyl-7-ethoxycarbonylaminoindazole-2-carboxylic acid ethyl ester). As a reaction SMILES: C(OC([N:6]1[C:14]2[C:9](=[CH:10][C:11]([C:21]([F:24])([F:23])[F:22])=[CH:12][C:13]=2[NH:15][C:16]([O:18][CH2:19][CH3:20])=[O:17])[C:8]([NH2:25])=[N:7]1)=O)C>CN(C)C=O>[CH2:19]([O:18][C:16]([N:7]1[C:8]([NH2:25])=[C:9]2[C:14]([C:13]([NH:15][C:16]([O:18][CH2:19][CH3:20])=[O:17])=[CH:12][C:11]([C:21]([F:23])([F:24])[F:22])=[CH:10]2)=[N:6]1)=[O:17])[CH3:20]. Procedure: Analogously to Example 24, 0.025 mol of 3-amino-5-trifluoromethyl-7-ethoxycarbonylaminoindazole-2-carboxylic acid ethyl ester in 30 ml of dimethylformamide gives 3-amino-5-trifluoromethyl-7-ethoxycarbonylaminoindazole-1-carboxylic acid ethyl ester (melting point: 236°-237° C; 65% of theory) in 1 hour at 155° C. The reactants are C1CCOC1, CN([SiH](C)C)[Si](C)(C)C, Nc1ncccc1Cl, [Na], O, O=C(Cl)c1cc2c(s1)-c1ccccc1OCC2. Product: CN(C(=O)c1cc2c(s1)-c1ccccc1OCC2)c1ncccc1Cl. As a reaction SMILES: [CH2:36]1[O:37][CH2:38][CH2:39][CH2:40]1.[CH3:9][SiH:10]([CH3:11])[N:12]([CH3:13])[Si:14]([CH3:15])([CH3:16])[CH3:17].[NH2:1][c:2]1[n:3][cH:4][cH:5][cH:6][c:7]1[Cl:8].[Na:18].[OH2:41].[s:19]1[c:20]([C:33](=[O:34])[Cl:35])[cH:21][c:22]2[c:23]1-[c:24]1[c:25]([cH:29][cH:30][cH:31][cH:32]1)[O:26][CH2:27][CH2:28]2>>[N:1]([c:2]1[n:3][cH:4][cH:5][cH:6][c:7]1[Cl:8])([CH3:9])[C:33]([c:20]1[s:19][c:23]2[c:22]([cH:21]1)[CH2:28][CH2:27][O:26][c:25]1[c:24]-2[cH:32][cH:31][cH:30][cH:29]1)=[O:34]. The reactants are COC(=O)c1cc(N2CCC(NC(=O)c3cc(Br)c(C)[nH]3)CC2)nc(Cl)n1, CO, [Li+], [OH-]. Product: Cc1[nH]c(C(=O)NC2CCN(c3cc(C(=O)O)nc(Cl)n3)CC2)cc1Br. RXN SMILES: [Br:3][c:4]1[cH:5][c:6]([C:10](=[O:11])[NH:12][CH:13]2[CH2:14][CH2:15][N:16]([c:19]3[cH:20][c:21]([C:26](=[O:27])[O:28][CH3:29])[n:22][c:23]([Cl:25])[n:24]3)[CH2:17][CH2:18]2)[nH:7][c:8]1[CH3:9].[CH3:30][OH:31].[Li+:1].[OH-:2]>>[Br:3][c:4]1[cH:5][c:6]([C:10](=[O:11])[NH:12][CH:13]2[CH2:14][CH2:15][N:16]([c:19]3[cH:20][c:21]([C:26](=[O:27])[OH:28])[n:22][c:23]([Cl:25])[n:24]3)[CH2:17][CH2:18]2)[nH:7][c:8]1[CH3:9]. Starting materials: N1CC(C1)N1N=CC=C1C=1C=C(C=CC1OC1=CC(=C(C=C1Cl)S(=O)(=O)NC=1SC=NN1)F)C1=CC=C(C=C1)C(F)(F)F (4-{[3-(1-azetidin-3-yl-1H-pyrazol-5-yl)-4′-(trifluoromethyl)biphenyl-4-yl]oxy}-5-chloro-2-fluoro-N-1,3,4-thiadiazol-2-ylbenzenesulfonamide), C=O (formaldehyde), C(C)(=O)O[BH-](OC(C)=O)OC(C)=O.[Na+] (Sodium triacetoxyborohydride). Solvent: CO (methanol), ClCCl (dichloromethane), C(C)(=O)O (acetic acid), ClCCl (dichloromethane). Reaction conditions: time 45 minute. Product: ClC=1C(=CC(=C(C1)S(=O)(=O)NC=1SC=NN1)F)OC1=C(C=C(C=C1)C1=CC=C(C=C1)C(F)(F)F)C1=CC=NN1C1CN(C1)C (5-Chloro-2-fluoro-4-({3-[1-(1-methylazetidin-3-yl)-1H-pyrazol-5-yl]-4′-(trifluoromethyl)biphenyl-4-yl}oxy)-N-1,3,4-thiadiazol-2-ylbenzenesulfonamide). Yield: 122.7%. Reaction SMILES: [NH:1]1[CH2:4][CH:3]([N:5]2[C:9]([C:10]3[CH:11]=[C:12]([C:34]4[CH:39]=[CH:38][C:37]([C:40]([F:43])([F:42])[F:41])=[CH:36][CH:35]=4)[CH:13]=[CH:14][C:15]=3[O:16][C:17]3[C:22]([Cl:23])=[CH:21][C:20]([S:24]([NH:27][C:28]4[S:29][CH:30]=[N:31][N:32]=4)(=[O:26])=[O:25])=[C:19]([F:33])[CH:18]=3)=[CH:8][CH:7]=[N:6]2)[CH2:2]1.C=O.[C:46](O[BH-](OC(=O)C)OC(=O)C)(=O)C.[Na+]>CO.ClCCl.C(O)(=O)C>[Cl:23][C:22]1[C:17]([O:16][C:15]2[CH:14]=[CH:13][C:12]([C:34]3[CH:35]=[CH:36][C:37]([C:40]([F:42])([F:43])[F:41])=[CH:38][CH:39]=3)=[CH:11][C:10]=2[C:9]2[N:5]([CH:3]3[CH2:2][N:1]([CH3:46])[CH2:4]3)[N:6]=[CH:7][CH:8]=2)=[CH:18][C:19]([F:33])=[C:20]([S:24]([NH:27][C:28]2[S:29][CH:30]=[N:31][N:32]=2)(=[O:26])=[O:25])[CH:21]=1 |f:2.3|. Procedure: To a suspension of 4-{[3-(1-azetidin-3-yl-1H-pyrazol-5-yl)-4′-(trifluoromethyl)biphenyl-4-yl]oxy}-5-chloro-2-fluoro-N-1,3,4-thiadiazol-2-ylbenzenesulfonamide (Preparation 41, 46.3 mg, 0.0711 mmol) in methanol (0.11 mL), dichloromethane (1.86 mL) and acetic acid (0.11 mL) was added formaldehyde (37% w/w, 19.6 μL, 0.263 mmol). The reaction was then stirred under nitrogen at room temperature for 45 minutes. Sodium triacetoxyborohydride (45.9 mg, 0.217 mmol) was added to the reaction which was stirr... Starting materials: BrB(Br)Br, O=C1C=C2c3ccc4nn(Cc5ccccc5)cc4c3CC2(CCF)CC1, ClCCl. Yields the product O=C1C=C2c3ccc4nn(Cc5ccccc5)cc4c3CC2(CCBr)CC1. RXN SMILES: [B:28]([Br:29])([Br:30])[Br:31].[CH2:1]([c:2]1[cH:3][cH:4][cH:5][cH:6][cH:7]1)[n:8]1[n:9][c:10]2[cH:11][cH:12][c:13]3[c:14]([c:15]2[cH:16]1)[CH2:17][C:18]1([CH2:25][CH2:26][F:27])[CH2:19][CH2:20][C:21](=[O:24])[CH:22]=[C:23]31.[Cl:32][CH2:33][Cl:34]>>[CH2:1]([c:2]1[cH:3][cH:4][cH:5][cH:6][cH:7]1)[n:8]1[n:9][c:10]2[cH:11][cH:12][c:13]3[c:14]([c:15]2[cH:16]1)[CH2:17][C:18]1([CH2:25][CH2:26][Br:29])[CH2:19][CH2:20][C:21](=[O:24])[CH:22]=[C:23]31. The reactants are Example 12 ( 1 ), Cl.CN1C(=C(C2=CC(=CC=C12)Cl)C1=C(C=CC=C1)Cl)CN (1-methyl-2-aminomethyl-3-o-chlorophenyl-5-chloroindole hydrochloride), C(C1=CC=CC=C1)(C1=CC=CC=C1)(C1=CC=CC=C1)NCC(=O)O (N-tritylglycine). The product is CN1C(=C(C2=CC(=CC=C12)Cl)C1=C(C=CC=C1)Cl)CNC(CNC(C1=CC=CC=C1)(C1=CC=CC=C1)C1=CC=CC=C1)=O (1-methyl-2-(N-trityl-glycylaminomethyl)-3-o-chlorophenyl-5-chloroindole), crystals. As a reaction SMILES: Cl.[CH3:2][N:3]1[C:11]2[C:6](=[CH:7][C:8]([Cl:12])=[CH:9][CH:10]=2)[C:5]([C:13]2[CH:18]=[CH:17][CH:16]=[CH:15][C:14]=2[Cl:19])=[C:4]1[CH2:20][NH2:21].[C:22]([NH:41][CH2:42][C:43](O)=[O:44])([C:35]1[CH:40]=[CH:39][CH:38]=[CH:37][CH:36]=1)([C:29]1[CH:34]=[CH:33][CH:32]=[CH:31][CH:30]=1)[C:23]1[CH:28]=[CH:27][CH:26]=[CH:25][CH:24]=1>>[CH3:2][N:3]1[C:11]2[C:6](=[CH:7][C:8]([Cl:12])=[CH:9][CH:10]=2)[C:5]([C:13]2[CH:18]=[CH:17][CH:16]=[CH:15][C:14]=2[Cl:19])=[C:4]1[CH2:20][NH:21][C:43](=[O:44])[CH2:42][NH:41][C:22]([C:23]1[CH:28]=[CH:27][CH:26]=[CH:25][CH:24]=1)([C:29]1[CH:30]=[CH:31][CH:32]=[CH:33][CH:34]=1)[C:35]1[CH:40]=[CH:39][CH:38]=[CH:37][CH:36]=1 |f:0.1|. Procedure: Using 1-methyl-2-aminomethyl-3-o-chlorophenyl-5-chloroindole hydrochloride and N-tritylglycine, the reaction is effected as in Example 12 (1), whereby 1-methyl-2-(N-trityl-glycylaminomethyl)-3-o-chlorophenyl-5-chloroindole is obtained as crystals melting at 198° to 200° C. The product is BrC1=CC=C(C=C1)C(CCCCN1CCC(CC1)C=1C=C(C=CC1)NC(C(C)C)=O)=O (N-(3-{1-[5-(4-BROMOPHENYL)-5-OXOPENTYL]-4-PIPERIDINYL}PHENYL)-2-METHYLPROPANAMIDE). Procedure details: Prepared by Procedure K and Scheme B1 (K2CO3) using 1-(4-bromophenyl)-5-chloro-1-pentanone and 2-methyl-N-[3-(4-piperidinyl)phenyl]propanamide: ESMS m/e: 485.1 (M+H)+. RXN SMILES: C([O-])([O-])=O.[K+].[K+].[Br:7][C:8]1[CH:13]=[CH:12][C:11]([C:14](=[O:20])[CH2:15][CH2:16][CH2:17][CH2:18]Cl)=[CH:10][CH:9]=1.[CH3:21][CH:22]([CH3:38])[C:23]([NH:25][C:26]1[CH:31]=[CH:30][CH:29]=[C:28]([CH:32]2[CH2:37][CH2:36][NH:35][CH2:34][CH2:33]2)[CH:27]=1)=[O:24]>>[Br:7][C:8]1[CH:13]=[CH:12][C:11]([C:14](=[O:20])[CH2:15][CH2:16][CH2:17][CH2:18][N:35]2[CH2:36][CH2:37][CH:32]([C:28]3[CH:27]=[C:26]([NH:25][C:23](=[O:24])[CH:22]([CH3:21])[CH3:38])[CH:31]=[CH:30][CH:29]=3)[CH2:33][CH2:34]2)=[CH:10][CH:9]=1 |f:0.1.2|. Reactants: C(=O)([O-])[O-].[K+].[K+] (K2CO3), BrC1=CC=C(C=C1)C(CCCCCl)=O (1-(4-bromophenyl)-5-chloro-1-pentanone), CC(C(=O)NC1=CC(=CC=C1)C1CCNCC1)C (2-methyl-N-[3-(4-piperidinyl)phenyl]propanamide). Starting materials: C=Cc1ccc2cc(Br)ccc2c1, C1CCOC1, CC1CCCN1, [Li]CCCC. Yields the product CC1CCCN1CCc1ccc2cc(Br)ccc2c1. RXN SMILES: [Br:12][c:13]1[cH:14][c:15]2[cH:16][cH:17][c:18]([CH:23]=[CH2:24])[cH:19][c:20]2[cH:21][cH:22]1.[CH2:25]1[O:26][CH2:27][CH2:28][CH2:29]1.[CH3:1][CH:2]1[NH:3][CH2:4][CH2:5][CH2:6]1.[CH3:7][CH2:8][CH2:9][CH2:10][Li:11]>>[CH3:1][CH:2]1[N:3]([CH2:24][CH2:23][c:18]2[cH:17][cH:16][c:15]3[cH:14][c:13]([Br:12])[cH:22][cH:21][c:20]3[cH:19]2)[CH2:4][CH2:5][CH2:6]1.